From a dataset of the Open Reaction Database (ORD), a public repository of structured organic reaction records. describe an organic reaction: reactants, conditions, products, and yield Starting materials: C(C1=CC=CC=C1)OC(=O)N1CC(C1)C(=O)O (1-(benzyloxycarbonyl)azetidine-3-carboxylic acid), C1(CCCC1)C1=C(C(=O)O)C=CC=C1 (cyclopentylbenzoic acid), O1CCC(CC1)CC(=O)O (2-(tetrahydro-2H-pyran-4-yl)acetic acid), NC1=CC=C(C=C1)C1CCN(CC1)C(=O)OC(C)(C)C (tert-butyl 4-(4-aminophenyl)piperidine-1-carboxylate), NC1=CC=C(OC2CCN(CC2)C(=O)OC(C)(C)C)C=C1 (tert-butyl 4-(4-aminophenoxy)piperidine-1-carboxylate). The product is C1(CCCC1)CC(=O)N1CCC(CC1)C1=CC=C(C=C1)NC(=O)[C@@H]1CN(CC1)C=1C=NC=CC1 ((3S)—N-{4-[1-(cyclopentylacetyl)piperidin-4-yl]phenyl}-1-(pyridin-3-yl)pyrrolidine-3-carboxamide). As a reaction SMILES: C(O[C:9]([N:11]1[CH2:14][CH:13]([C:15]([OH:17])=O)[CH2:12]1)=O)C1C=CC=CC=1.[NH2:18][C:19]1[CH:24]=[CH:23][C:22]([CH:25]2[CH2:30][CH2:29][N:28]([C:31]([O:33]C(C)(C)C)=O)[CH2:27][CH2:26]2)=[CH:21][CH:20]=1.NC1C=CC(O[CH:44]2[CH2:49][CH2:48][N:47](C(OC(C)(C)C)=O)[CH2:46][CH2:45]2)=CC=1.[CH:59]1([C:64]2C=CC=CC=2C(O)=O)[CH2:63][CH2:62][CH2:61][CH2:60]1.O1CCC(CC(O)=O)CC1>>[CH:59]1([CH2:64][C:31]([N:28]2[CH2:27][CH2:26][CH:25]([C:22]3[CH:21]=[CH:20][C:19]([NH:18][C:15]([C@H:13]4[CH2:12][CH2:9][N:11]([C:49]5[CH:48]=[N:47][CH:46]=[CH:45][CH:44]=5)[CH2:14]4)=[O:17])=[CH:24][CH:23]=3)[CH2:30][CH2:29]2)=[O:33])[CH2:63][CH2:62][CH2:61][CH2:60]1. Procedure: The title compound was prepared as described in Example 1, substituting (S)-1-((benzyloxy)carbonyl)pyrrolidine-3-carboxylic acid for 1-(benzyloxycarbonyl)azetidine-3-carboxylic acid and tert-butyl 4-(4-aminophenyl)piperidine-1-carboxylate for tert-butyl 4-(4-aminophenoxy)piperidine-1-carboxylate in Example 1A, and cyclopentylbenzoic acid for 2-(tetrahydro-2H-pyran-4-yl)acetic acid in Example 1E. 1H NMR (300 MHz, DMSO-d6) δ ppm 10.03 (s, 1H), 7.95 (d, J=2.8 Hz, 1H), 7.85 (dd, J=4.6, 1.2 Hz, 1H), ... Starting materials: Cl (hydrochloric acid), C1COC(=O)N1P(=O)(N2CCOC2=O)Cl (BOPCl), C(C)OC(=O)C=CC1CN(CC(N1)C1=CC(=C(C(=C1)F)F)F)C(=O)OC (methyl 3-(2-ethoxycarbonylvinyl)-5-(3,4,5-trifluorophenyl)piperazine-1-carboxylate), C(=C)CC(=O)O (vinylacetic acid). Solvent: C(C)(=O)OCC (ethyl acetate), C1CCOC1 (THF), C(C)N(CC)CC (triethylamine). Conditions: time 20 hour. The product is C(CC=C)(=O)N1C(CN(CC1C1=CC(=C(C(=C1)F)F)F)C(=O)OC)C=CC(=O)OCC (methyl 4-(3-butenoyl)-3-(2-ethoxycarbonylvinyl)-5-(3,4,5-trifluorophenyl)piperazine-1-carboxylate). As a reaction SMILES: C1N(P(Cl)(N2C(=O)OCC2)=O)C(=O)OC1.[CH2:16]([O:18][C:19]([CH:21]=[CH:22][CH:23]1[NH:28][CH:27]([C:29]2[CH:34]=[C:33]([F:35])[C:32]([F:36])=[C:31]([F:37])[CH:30]=2)[CH2:26][N:25]([C:38]([O:40][CH3:41])=[O:39])[CH2:24]1)=[O:20])[CH3:17].[CH:42]([CH2:44][C:45](O)=[O:46])=[CH2:43].Cl>C1COCC1.C(OCC)(=O)C.C(N(CC)CC)C>[C:45]([N:28]1[CH:27]([C:29]2[CH:34]=[C:33]([F:35])[C:32]([F:36])=[C:31]([F:37])[CH:30]=2)[CH2:26][N:25]([C:38]([O:40][CH3:41])=[O:39])[CH2:24][CH:23]1[CH:22]=[CH:21][C:19]([O:18][CH2:16][CH3:17])=[O:20])(=[O:46])[CH2:44][CH:42]=[CH2:43]. Reported procedure: BOPCl (557 mg) was added to a solution of methyl 3-(2-ethoxycarbonylvinyl)-5-(3,4,5-trifluorophenyl)piperazine-1-carboxylate (422 mg), triethylamine (0.61 mL), and vinylacetic acid (0.19 mL) in THF (15 mL), and the reaction solution was stirred at room temperature for 20 hours. 1 N aqueous hydrochloric acid and ethyl acetate were added to the reaction solution, and the organic layer was separated. The resulting organic layer was washed with saturated sodium bicarbonate water, dried over anhydrou... Starting materials: CN(C)C=O, C[Si](C)(C)C#Cc1ccccc1C=O, [F-], [K+], O. The product is C#Cc1ccccc1C=O. Reaction SMILES: [CH3:18][N:19]([CH3:20])[CH:21]=[O:22].[CH3:1][Si:2]([C:3]#[C:4][c:5]1[c:6]([CH:7]=[O:8])[cH:9][cH:10][cH:11][cH:12]1)([CH3:13])[CH3:14].[F-:15].[K+:16].[OH2:17]>>[CH:3]#[C:4][c:5]1[c:6]([CH:7]=[O:8])[cH:9][cH:10][cH:11][cH:12]1. Reactants: II (iodine), CNC(CC1=C(C=CC=C1)[N+](=O)[O-])=O (N-methyl-2-(2-nitrophenyl)acetamide), [BH4-].[Na+] (sodium borohydride), CO (Methanol). Run in O1CCCC1 (tetrahydrofuran), O1CCCC1 (tetrahydrofuran), O1CCCC1 (tetrahydrofuran). Reaction conditions: temperature 0 celsius. The product is CNCCC1=C(C=CC=C1)[N+](=O)[O-] (N-methyl-N-(2-(2-nitrophenyl)ethyl)amine). Yield: 19.7%. Reaction SMILES: [CH3:1][NH:2][C:3](=O)[CH2:4][C:5]1[CH:10]=[CH:9][CH:8]=[CH:7][C:6]=1[N+:11]([O-:13])=[O:12].[BH4-].[Na+].II.CO>O1CCCC1>[CH3:1][NH:2][CH2:3][CH2:4][C:5]1[CH:10]=[CH:9][CH:8]=[CH:7][C:6]=1[N+:11]([O-:13])=[O:12] |f:1.2|. Procedure details: At 0° C., a solution of N-methyl-2-(2-nitrophenyl)acetamide (7.00 g, 36.05 mmol) in tetrahydrofuran (410 ml) was added dropwise to a suspension of sodium borohydride (1.63 g, 43.25 mmol) in tetrahydrofuran (110 ml). A solution of iodine (4.57 g, 18.02 mmol) in tetrahydrofuran (150 ml) was added dropwise. The reaction mixture was warmed to reflux for 16 h. It was cooled to 0° C. Methanol (310 ml) was added dropwise. The solvent was removed in vacuo. The residue was dissolved in 20% aqueous sodium... The reactants are BrC1=CC(=C(N)C=C1)[N+](=O)[O-] (4-bromo-2-nitroaniline), CC1=NOC(=C1B1OC(C)(C)C(C)(C)O1)C (3,5-Dimethylisoxazole-4-boronic acid pinacol ester), 1,2-dimethoxymethane, O (water), CsCO3. The solvent is CCOC(=O)C (EtOAc). Conditions: temperature 120 celsius. The product is CC1=NOC(=C1C1=CC(=C(N)C=C1)[N+](=O)[O-])C (4-(3,5-dimethylisoxazol-4-yl)-2-nitroaniline). RXN SMILES: Br[C:2]1[CH:8]=[CH:7][C:5]([NH2:6])=[C:4]([N+:9]([O-:11])=[O:10])[CH:3]=1.[CH3:12][C:13]1[C:17](B2OC(C)(C)C(C)(C)O2)=[C:16]([CH3:27])[O:15][N:14]=1.O>CCOC(C)=O>[CH3:12][C:13]1[C:17]([C:2]2[CH:8]=[CH:7][C:5]([NH2:6])=[C:4]([N+:9]([O-:11])=[O:10])[CH:3]=2)=[C:16]([CH3:27])[O:15][N:14]=1. Procedure: 4-bromo-2-nitroaniline (1 g, 4.6 mmol) and 3,5-Dimethylisoxazole-4-boronic acid pinacol ester (2 g, 9.2 mmol) was added to a solvent mixture of 1,2-dimethoxymethane (12 ml) and water (6 ml). To the above mixture were added PEPPSI-Ipr (312 mg, 0.46 mmol) and CsCO3 (4.5 g, 13.8 mmol). The reaction mixture was heated at 120° C. for 30 min. The reaction mixture was then diluted with EtOAc (100 ml), washed with bring (50 ml×2). The organic solvent was evaporated and the residue was dissolved in DCM a... Reactants: Brc1ccccc1, C1CCOC1, CNN, [Mg], O, S=C=S. Product: CNNC(=S)c1ccccc1. As a reaction SMILES: [Br:1][c:2]1[cH:3][cH:4][cH:5][cH:6][cH:7]1.[CH2:16]1[O:17][CH2:18][CH2:19][CH2:20]1.[CH3:12][NH:13][NH2:14].[Mg:8].[OH2:15].[S:9]=[C:10]=[S:11]>>[c:2]1([C:10](=[S:11])[NH:14][NH:13][CH3:12])[cH:3][cH:4][cH:5][cH:6][cH:7]1. The reactants are CCN(CCO)c1cccc(CCC#N)c1, CC(=O)OC(C)=O, CC(=O)O, [Na+], [Na+], O=C([O-])[O-]. Product: CCN(CCOC(C)=O)c1cccc(CCC#N)c1. Reaction SMILES: [CH2:1]([CH3:2])[N:3]([CH2:4][CH2:5][OH:6])[c:7]1[cH:8][c:9]([CH2:10][CH2:11][C:12]#[N:13])[cH:14][cH:15][cH:16]1.[CH3:17][C:18](=[O:19])[O:20][C:21](=[O:22])[CH3:23].[CH3:30][C:31](=[O:32])[OH:33].[Na+:24].[Na+:25].[O-:26][C:27](=[O:28])[O-:29]>>[CH2:1]([CH3:2])[N:3]([CH2:4][CH2:5][O:6][C:18]([CH3:17])=[O:19])[c:7]1[cH:8][c:9]([CH2:10][CH2:11][C:12]#[N:13])[cH:14][cH:15][cH:16]1. The reactants are O=C([O-])O, CCNC(=O)c1noc(-c2cc(Cl)c(OCc3ccccc3)cc2OCc2ccccc2)c1Br, COc1ccc(B(O)O)cc1, [Na+], CN(C)C=O, O, Cl[Pd]Cl, c1ccc(P(c2ccccc2)c2ccccc2)cc1, c1ccc(P(c2ccccc2)c2ccccc2)cc1. Yields the product CCNC(=O)c1noc(-c2cc(Cl)c(OCc3ccccc3)cc2OCc2ccccc2)c1-c1ccc(OC)cc1. RXN SMILES: [C:46](=[O:47])([O-:48])[OH:49].[CH2:12]([CH3:13])[NH:14][C:15](=[O:16])[c:17]1[n:18][o:19][c:20](-[c:23]2[c:24]([O:38][CH2:39][c:40]3[cH:41][cH:42][cH:43][cH:44][cH:45]3)[cH:25][c:26]([O:30][CH2:31][c:32]3[cH:33][cH:34][cH:35][cH:36][cH:37]3)[c:27]([Cl:29])[cH:28]2)[c:21]1[Br:22].[CH3:1][O:2][c:3]1[cH:4][cH:5][c:6]([B:9]([OH:10])[OH:11])[cH:7][cH:8]1.[Na+:50].[O:51]=[CH:52][N:53]([CH3:54])[CH3:55].[OH2:97].[Pd:56]([Cl:57])[Cl:58].[c:59]1([P:60]([c:61]2[cH:62][cH:63][cH:64][cH:65][cH:66]2)[c:67]2[cH:68][cH:69][cH:70][cH:71][cH:72]2)[cH:73][cH:74][cH:75][cH:76][cH:77]1.[c:78]1([P:79]([c:80]2[cH:81][cH:82][cH:83][cH:84][cH:85]2)[c:86]2[cH:87][cH:88][cH:89][cH:90][cH:91]2)[cH:92][cH:93][cH:94][cH:95][cH:96]1>>[CH3:1][O:2][c:3]1[cH:4][cH:5][c:6](-[c:21]2[c:17]([C:15]([NH:14][CH2:12][CH3:13])=[O:16])[n:18][o:19][c:20]2-[c:23]2[c:24]([O:38][CH2:39][c:40]3[cH:41][cH:42][cH:43][cH:44][cH:45]3)[cH:25][c:26]([O:30][CH2:31][c:32]3[cH:33][cH:34][cH:35][cH:36][cH:37]3)[c:27]([Cl:29])[cH:28]2)[cH:7][cH:8]1. Run in O (water), ClCCl (dichloromethane), CN(C)C=O (DMF), C1CCOC1 (THF), N1=CC=CC=C1 (pyridine), O (water). Run at time 20 minute. The yield is 42.0%. Starting materials: C1(CC1)C=1C=C(C=CC1S(=O)(=O)C1CC1)[C@H](C(=O)O)C[C@@H]1CC(CC1)=O ((2R)-2-[3-cyclopropyl-4-(cyclopropylsulfonyl)phenyl]-3-[(1R)-3-oxocyclopentyl]propanoic acid), C(C(=O)Cl)(=O)Cl (oxalyl chloride), Cl (hydrochloric acid), [Si](C)(C)(C(C)(C)C)OCC=1N=CC(=NC1)N (5-({[tert-butyl(dimethyl)silyl]oxy}methyl)pyrazin-2-amine). Reported procedure: To a solution of (2R)-2-[3-cyclopropyl-4-(cyclopropylsulfonyl)phenyl]-3-[(1R)-3-oxocyclopentyl]propanoic acid (252 mg) in dichloromethane (2.5 mL) were added oxalyl chloride (68 μL) and DMF (104 μL) under ice-cooling, followed by stirring for 20 minutes. Thereafter, pyridine (65 μL) and 5-({[tert-butyl(dimethyl)silyl]oxy}methyl)pyrazin-2-amine (240 mg) were added thereto under ice-cooling, followed by stirring for 20 minutes under ice-cooling. To the reaction mixture was added water, followed by... Reaction SMILES: [CH:1]1([C:4]2[CH:5]=[C:6]([C@@H:16]([CH2:20][C@H:21]3[CH2:25][CH2:24][C:23](=[O:26])[CH2:22]3)[C:17]([OH:19])=O)[CH:7]=[CH:8][C:9]=2[S:10]([CH:13]2[CH2:15][CH2:14]2)(=[O:12])=[O:11])[CH2:3][CH2:2]1.C(Cl)(=O)C(Cl)=O.[Si]([O:40][CH2:41][C:42]1[N:43]=[CH:44][C:45]([NH2:48])=[N:46][CH:47]=1)(C(C)(C)C)(C)C.Cl>ClCCl.O.C1COCC1.N1C=CC=CC=1.CN(C=O)C>[CH:1]1([C:4]2[CH:5]=[C:6]([C@@H:16]([CH2:20][C@H:21]3[CH2:25][CH2:24][C:23](=[O:26])[CH2:22]3)[C:17]([NH:48][C:45]3[CH:44]=[N:43][C:42]([CH2:41][OH:40])=[CH:47][N:46]=3)=[O:19])[CH:7]=[CH:8][C:9]=2[S:10]([CH:13]2[CH2:14][CH2:15]2)(=[O:12])=[O:11])[CH2:3][CH2:2]1. Product: C1(CC1)C=1C=C(C=CC1S(=O)(=O)C1CC1)[C@H](C(=O)NC1=NC=C(N=C1)CO)C[C@@H]1CC(CC1)=O ((2R)-2-[3-cyclopropyl-4-(cyclopropylsulfonyl)phenyl]-N-[5-(hydroxymethyl)pyrazin-2-yl]-3-[(1R)-3-oxocyclopentyl]propanamide). The reactants are FC(C=1C=C(C(=O)Cl)C=C(C1)C(F)(F)F)(F)F (3,5-bis(trifluoromethyl)benzoyl chloride), Cl.ClC1=CC=C(C=C1)[C@@H]1CNCC[C@@H]1C1=CC=CC=C1 (rac-cis-3-(4-chloro-phenyl)-4-phenyl-piperidine hydrochloride). Product: FC(C=1C=C(C=C(C1)C(F)(F)F)C(=O)N1C[C@H]([C@H](CC1)C1=CC=CC=C1)C1=CC=C(C=C1)Cl)(F)F (Rac-cis-(3,5-Bis-trifluoromethyl-phenyl)-[3-(4-chloro-phenyl)-4-phenyl-piperidin-1-yl]-methanone). Reaction SMILES: [F:1][C:2]([F:17])([F:16])[C:3]1[CH:4]=[C:5]([CH:9]=[C:10]([C:12]([F:15])([F:14])[F:13])[CH:11]=1)[C:6](Cl)=[O:7].Cl.[Cl:19][C:20]1[CH:25]=[CH:24][C:23]([C@H:26]2[C@@H:31]([C:32]3[CH:37]=[CH:36][CH:35]=[CH:34][CH:33]=3)[CH2:30][CH2:29][NH:28][CH2:27]2)=[CH:22][CH:21]=1>>[F:1][C:2]([F:17])([F:16])[C:3]1[CH:4]=[C:5]([C:6]([N:28]2[CH2:29][CH2:30][C@H:31]([C:32]3[CH:37]=[CH:36][CH:35]=[CH:34][CH:33]=3)[C@H:26]([C:23]3[CH:24]=[CH:25][C:20]([Cl:19])=[CH:21][CH:22]=3)[CH2:27]2)=[O:7])[CH:9]=[C:10]([C:12]([F:15])([F:14])[F:13])[CH:11]=1 |f:1.2|. Procedure details: The title compound, MS: m/e=512.2 (M+), was prepared in accordance with the general method of example 1 from 3,5-bis(trifluoromethyl)benzoyl chloride and rac-cis-3-(4-chloro-phenyl)-4-phenyl-piperidine hydrochloride.